This data is from the Open Reaction Database (ORD), a public repository of structured organic reaction records. The task is: describe an organic reaction: reactants, conditions, products, and yield The reactants are O=C([O-])[O-], CC(C)=O, COC(=O)Cl, NS(=O)(=O)c1ccc(-c2c(-c3cccc(F)c3)nn3cc(C(F)(F)F)ccc23)cc1, [K+], [K+], O. Yields the product COC(=O)NS(=O)(=O)c1ccc(-c2c(-c3cccc(F)c3)nn3cc(C(F)(F)F)ccc23)cc1. As a reaction SMILES: [C:36](=[O:37])([O-:38])[O-:39].[CH3:43][C:44](=[O:45])[CH3:46].[Cl:31][C:32](=[O:33])[O:34][CH3:35].[F:1][c:2]1[cH:3][c:4](-[c:8]2[n:9][n:10]3[c:11]([cH:12][cH:13][c:14]([C:16]([F:17])([F:18])[F:19])[cH:15]3)[c:20]2-[c:21]2[cH:22][cH:23][c:24]([S:27](=[O:28])(=[O:29])[NH2:30])[cH:25][cH:26]2)[cH:5][cH:6][cH:7]1.[K+:40].[K+:41].[OH2:42]>>[F:1][c:2]1[cH:3][c:4](-[c:8]2[n:9][n:10]3[c:11]([cH:12][cH:13][c:14]([C:16]([F:17])([F:18])[F:19])[cH:15]3)[c:20]2-[c:21]2[cH:22][cH:23][c:24]([S:27](=[O:28])(=[O:29])[NH:30][C:32](=[O:33])[O:34][CH3:35])[cH:25][cH:26]2)[cH:5][cH:6][cH:7]1.